This data is from the Open Reaction Database (ORD), a public repository of structured organic reaction records. The task is: describe an organic reaction: reactants, conditions, products, and yield Starting materials: ClCC(=O)C=P(C1=CC=CC=C1)(C1=CC=CC=C1)C1=CC=CC=C1 (chloroacetylmethylenetriphenylphosphorane), ClC1=C(C=C(C=C1)N1C(N(C(=CC1=O)C(F)(F)F)C)=O)C=O (3-[4-chloro-3-formylphenyl]-2,4-dioxo-1-methyl-6-trifluoromethyl-1,2,3,4-tetrahydropyrimidine). The solvent is CO (methanol). Reaction conditions: time 10 hour. Product: ClC1=C(C=C(C=C1)N1C(N(C(=CC1=O)C(F)(F)F)C)=O)C=CC(CCl)=O (3-[4-Chloro-3-(4-chloro-3-oxobut-1-enyl)-phenyl]-2,4-dioxo-1-methyl-6-trifluoromethyl-1,2,3,4-tetrahydropyrimidine). Reaction SMILES: [Cl:1][CH2:2][C:3]([CH:5]=P(C1C=CC=CC=1)(C1C=CC=CC=1)C1C=CC=CC=1)=[O:4].[Cl:25][C:26]1[CH:31]=[CH:30][C:29]([N:32]2[C:37](=[O:38])[CH:36]=[C:35]([C:39]([F:42])([F:41])[F:40])[N:34]([CH3:43])[C:33]2=[O:44])=[CH:28][C:27]=1[CH:45]=O>CO>[Cl:25][C:26]1[CH:31]=[CH:30][C:29]([N:32]2[C:37](=[O:38])[CH:36]=[C:35]([C:39]([F:41])([F:42])[F:40])[N:34]([CH3:43])[C:33]2=[O:44])=[CH:28][C:27]=1[CH:45]=[CH:5][C:3](=[O:4])[CH2:2][Cl:1]. Procedure details: 4.6 g of chloroacetylmethylenetriphenylphosphorane were added to a solution of 3.3 g of 3-[4-chloro-3-formylphenyl]-2,4-dioxo-1-methyl-6-trifluoromethyl-1,2,3,4-tetrahydropyrimidine in 100 ml of methanol, and stirring was carried out for 10 hours at room temperature. The precipitate which had separated out was isolated, washed with petroleum ether and dried.